This data is from the Open Reaction Database (ORD), a public repository of structured organic reaction records. The task is: describe an organic reaction: reactants, conditions, products, and yield Starting materials: C1CCOC1, CO, O=C(O)C1(c2ccc(Cl)cc2)CCC1. The product is OCC1(c2ccc(Cl)cc2)CCC1. As a reaction SMILES: [CH2:17]1[O:18][CH2:19][CH2:20][CH2:21]1.[CH3:15][OH:16].[Cl:1][c:2]1[cH:3][cH:4][c:5]([C:8]2([C:12](=[O:13])[OH:14])[CH2:9][CH2:10][CH2:11]2)[cH:6][cH:7]1>>[Cl:1][c:2]1[cH:3][cH:4][c:5]([C:8]2([CH2:12][OH:13])[CH2:9][CH2:10][CH2:11]2)[cH:6][cH:7]1.